This data is from the Open Reaction Database (ORD), a public repository of structured organic reaction records. The task is: describe an organic reaction: reactants, conditions, products, and yield Starting materials: O (water), C[Si](C)(C)Cl (TMSCl), C(C1=CC=CC=C1)N1C([C@@H](NC12CCN(CC2)C(COC2=CC=C(C=C2)Cl)=O)CC2=CC=CC=C2)=O (1,3-(S)-dibenzyl-8-[2-(4-chlorophenoxy)acetyl]-1,4,8-triazaspiro[4,5]decan-2-one). Solvent: CC(=O)CC (ethyl methyl ketone). Run at time 8 hour. Yields the product Cl.C(C1=CC=CC=C1)N1C([C@@H](NC12CCN(CC2)C(COC2=CC=C(C=C2)Cl)=O)CC2=CC=CC=C2)=O (1,3-(S)-dibenzyl-8-[2-(4-chlorophenoxy)acetyl]-1,4,8-triazaspiro[4,5]decan-2-one hydrochloride). Reaction SMILES: [CH2:1]([N:8]1[C:12]2([CH2:17][CH2:16][N:15]([C:18](=[O:28])[CH2:19][O:20][C:21]3[CH:26]=[CH:25][C:24]([Cl:27])=[CH:23][CH:22]=3)[CH2:14][CH2:13]2)[NH:11][C@@H:10]([CH2:29][C:30]2[CH:35]=[CH:34][CH:33]=[CH:32][CH:31]=2)[C:9]1=[O:36])[C:2]1[CH:7]=[CH:6][CH:5]=[CH:4][CH:3]=1.O.C[Si](Cl)(C)C>CC(CC)=O>[ClH:27].[CH2:1]([N:8]1[C:12]2([CH2:17][CH2:16][N:15]([C:18](=[O:28])[CH2:19][O:20][C:21]3[CH:22]=[CH:23][C:24]([Cl:27])=[CH:25][CH:26]=3)[CH2:14][CH2:13]2)[NH:11][C@@H:10]([CH2:29][C:30]2[CH:31]=[CH:32][CH:33]=[CH:34][CH:35]=2)[C:9]1=[O:36])[C:2]1[CH:7]=[CH:6][CH:5]=[CH:4][CH:3]=1 |f:4.5|. Procedure details: 1,3-(S)-dibenzyl-8-[2-(4-chlorophenoxy)acetyl]-1,4,8-triazaspiro[4,5]decan-2-one (415 mg, 0.8 mmol) was dissolved in ethyl methyl ketone (3.3 mL), water (8 μL) and TMSCl (115 μL) were added and the mixture was stirred overnight. The solid matter was isolated by filtration, washed with ether, and dried in vacuo. The product 1,3-(S)-dibenzyl-8-[2-(4-chlorophenoxy)acetyl]-1,4,8-triazaspiro[4,5]decan-2-one hydrochloride was obtained in a yield of 385 mg (87%). The yield is 44.0%. Run in C(Cl)Cl (CH2Cl2), C(Cl)Cl (CH2Cl2). As a reaction SMILES: [CH3:1][O:2][C:3](=[O:31])[CH2:4][N:5]1[CH2:11][C:10]([CH2:12]S(C)(=O)=O)=[CH:9][CH2:8][CH:7]([NH:17][C:18]([C:20]2[C:29]3[C:24](=[CH:25][CH:26]=[CH:27][CH:28]=3)[CH:23]=[CH:22][N:21]=2)=[O:19])[C:6]1=[O:30].[CH2:32]([NH2:39])[C:33]1[CH:38]=[CH:37][CH:36]=[CH:35][CH:34]=1.FC(F)(F)C([O-])=O>C(Cl)Cl>[CH3:1][O:2][C:3](=[O:31])[CH2:4][N:5]1[CH2:11][C:10]([CH2:12][NH:39][CH2:32][C:33]2[CH:38]=[CH:37][CH:36]=[CH:35][CH:34]=2)=[CH:9][CH2:8][CH:7]([NH:17][C:18]([C:20]2[C:29]3[C:24](=[CH:25][CH:26]=[CH:27][CH:28]=3)[CH:23]=[CH:22][N:21]=2)=[O:19])[C:6]1=[O:30]. Procedure details: To the crude product from the previous reaction, {6-[(methanesulfonyl)methyl]-3-[(isoquinoline-1-carbonyl)-amino]-2-oxo-2,3,4,7-tetrahydro-azepin-1-yl}-acetic acid methyl ester, 23, (0.147 g, 0.32 mmol) in CH2Cl2 (1 mL), is added benzylamine (1 mL). The reaction is stirred at room temperature for 10 minutes, then the reaction is diluted with CH2Cl2. The organic layer is washed with saturated NaHCO3, saturated NaCl, and dried (Na2SO4). The solvent is removed in vacuo and the resulting crude mater... Starting materials: C(C1=CC=CC=C1)N (benzylamine), FC(C(=O)[O-])(F)F (trifluoroacetate), crude product, COC(CN1C(C(CC=C(C1)CS(=O)(=O)C)NC(=O)C1=NC=CC2=CC=CC=C12)=O)=O ({6-[(methanesulfonyl)methyl]-3-[(isoquinoline-1-carbonyl)-amino]-2-oxo-2,3,4,7-tetrahydro-azepin-1-yl}-acetic acid methyl ester). Product: COC(CN1C(C(CC=C(C1)CNCC1=CC=CC=C1)NC(=O)C1=NC=CC2=CC=CC=C12)=O)=O ({6-(benzylamino-methyl)-3-[(isoquinoline-1-carbonyl)-amino]-2-oxo-2,3,4,7-tetrahydro-azepin-1-yl}-acetic acid methyl ester). Reaction conditions: time 10 minute.